This data is from the Open Reaction Database (ORD), a public repository of structured organic reaction records. The task is: describe an organic reaction: reactants, conditions, products, and yield Starting materials: [OH-].[Na+] (sodium hydroxide), aqueous solution, C(C)O (ethanol), ClC=1C=C2C(CCOC2=CC1OC1=CC=C(C=C1)C(NCCC1=C(C=C(C=C1)C(F)(F)F)OC)=O)C(=O)OCC (Ethyl 6-chloro-7-(4-(2-methoxy-4-(trifluoromethyl)phenethylcarbamoyl)phenoxy)chroman-4-carboxylate). Run in O1CCCC1 (tetrahydrofuran), C(C)(=O)OCC (ethyl acetate), Cl (HCl). Reaction conditions: time 2 hour. The product is ClC=1C=C2C(CCOC2=CC1OC1=CC=C(C=C1)C(NCCC1=C(C=C(C=C1)C(F)(F)F)OC)=O)C(=O)O (6-chloro-7-(4-(2-methoxy-4-(trifluoromethyl)phenethylcarbamoyl)phenoxy)chroman-4-carboxylic acid). The yield is 64.2%. Reaction SMILES: [Cl:1][C:2]1[CH:3]=[C:4]2[C:9](=[CH:10][C:11]=1[O:12][C:13]1[CH:18]=[CH:17][C:16]([C:19](=[O:35])[NH:20][CH2:21][CH2:22][C:23]3[CH:28]=[CH:27][C:26]([C:29]([F:32])([F:31])[F:30])=[CH:25][C:24]=3[O:33][CH3:34])=[CH:15][CH:14]=1)[O:8][CH2:7][CH2:6][CH:5]2[C:36]([O:38]CC)=[O:37].[OH-].[Na+].C(O)C>O1CCCC1.C(OCC)(=O)C.Cl>[Cl:1][C:2]1[CH:3]=[C:4]2[C:9](=[CH:10][C:11]=1[O:12][C:13]1[CH:18]=[CH:17][C:16]([C:19](=[O:35])[NH:20][CH2:21][CH2:22][C:23]3[CH:28]=[CH:27][C:26]([C:29]([F:30])([F:32])[F:31])=[CH:25][C:24]=3[O:33][CH3:34])=[CH:15][CH:14]=1)[O:8][CH2:7][CH2:6][CH:5]2[C:36]([OH:38])=[O:37] |f:1.2|. Procedure: Ethyl 6-chloro-7-(4-(2-methoxy-4-(trifluoromethyl)phenethylcarbamoyl)phenoxy)chroman-4-carboxylate (100 mg, 0.173 mmol) was diluted with tetrahydrofuran (1 mL) followed by the addition of sodium hydroxide (692 μL of a 1 M aqueous solution, 0.692 mmol) and ethanol (500 μL). After stirring for 2 hours, the reaction was diluted with ethyl acetate and 2N aqueous HCl. The layers were separated and the organic layer was dried over MgSO4, filtered and concentrated. The material was purified using two 0... Reactants: S1C=2N(C=C1)C=NC2 (imidazo[5,1-b]thiazole), O (Water), ClCC(=O)Cl (Chloroacetyl chloride), [Cl-].[Al+3].[Cl-].[Cl-] (aluminum chloride). Solvent: ClCCCl (1,2-dichloroethane), ClCCCl (1,2-dichloroethane). Reaction conditions: time 20 minute. Yields the product ClCC(=O)C=1N=CN2C1SC=C2 (7-Chloroacetylimidazo[5,1-b]thiazole). RXN SMILES: [Cl:1][CH2:2][C:3](Cl)=[O:4].[Cl-].[Al+3].[Cl-].[Cl-].[S:10]1[CH:14]=[CH:13][N:12]2[CH:15]=[N:16][CH:17]=[C:11]12.O>ClCCCl>[Cl:1][CH2:2][C:3]([C:17]1[N:16]=[CH:15][N:12]2[CH:13]=[CH:14][S:10][C:11]=12)=[O:4] |f:1.2.3.4|. Reported procedure: Chloroacetyl chloride (5.97 ml) was added to a solution of 12.5 g of aluminum chloride in 40 ml of 1,2-dichloroethane. The mixture was stirred at room temperature for 20 min. A solution of 1.93 g of imidazo[5,1-b]thiazole in 20 ml of 1,2-dichloroethane was added thereto. The mixture was heated under reflux for 2 hr. Water was added thereto, followed by extraction with dichloromethane. The organic layers were combined together. The combined organic layers were washed with a dilute aqueous sodium ... Reactants: [OH-].[K+] (KOH), BrC1=CC=2CC3=CC(=CC=C3C2C=C1)Br (2,7-dibromo-9H-fluorene), BrCCCBr (1,3-dibromopropane). The solvent is CS(=O)C (DMSO), O (water). Run at time 5 day. Product: BrC1=CC=2C3(C4=CC(=CC=C4C2C=C1)Br)CCC3 (2′,7′-dibromospiro[cyclobutane-1,9′-fluorene]), solid. As a reaction SMILES: [OH-].[K+].[Br:3][C:4]1[CH:16]=[CH:15][C:14]2[C:13]3[C:8](=[CH:9][C:10]([Br:17])=[CH:11][CH:12]=3)[CH2:7][C:6]=2[CH:5]=1.Br[CH2:19][CH2:20][CH2:21]Br>CS(C)=O.O>[Br:3][C:4]1[CH:16]=[CH:15][C:14]2[C:13]3[C:8](=[CH:9][C:10]([Br:17])=[CH:11][CH:12]=3)[C:7]3([CH2:21][CH2:20][CH2:19]3)[C:6]=2[CH:5]=1 |f:0.1|. Procedure details: Powdered KOH (983 mg, 17.5 mmol) was added in batches over 1 minute to a heterogeneous mixture of 2,7-dibromo-9H-fluorene (1.31 g, 4.04 mmol) and 1,3-dibromopropane (837 mg, 4.15 mmol) in DMSO (20 mL), and stirred at ambient condition for ˜5 days. The mixture was diluted with water (200 mL) and extracted with 10% CH2Cl2/hexanes (100 mL, 2×). The combined organic phase was dried (MgSO4), filtered, and concentrated in vacuo. The resulting crude material was purified with a column chromatography (s... Product: CCOC(=O)C(C)OC(=O)OCCl. Reactants: CCOC(=O)C(C)O, CCOCC, O=C(Cl)OCCl, c1ccncc1. RXN SMILES: [C:1]([CH:2]([OH:3])[CH3:4])(=[O:5])[O:6][CH2:7][CH3:8].[CH3:21][CH2:22][O:23][CH2:24][CH3:25].[Cl:15][C:16](=[O:17])[O:18][CH2:19][Cl:20].[cH:9]1[cH:10][cH:11][n:12][cH:13][cH:14]1>>[C:1]([CH:2]([O:3][C:16](=[O:17])[O:18][CH2:19][Cl:20])[CH3:4])(=[O:5])[O:6][CH2:7][CH3:8].